Dataset: the Open Reaction Database (ORD), a public repository of structured organic reaction records. Task: describe an organic reaction: reactants, conditions, products, and yield The reactants are C1CCOC1, COC(=O)c1cc2ccc(C(=O)NC3CCC(C(C)(C)C)CC3)cc2c(CC2CCCC2)n1, CO, [Li+], [OH-]. The product is CC(C)(C)C1CCC(NC(=O)c2ccc3cc(C(=O)O)nc(CC4CCCC4)c3c2)CC1. Reaction SMILES: [CH2:38]1[O:39][CH2:40][CH2:41][CH2:42]1.[CH3:1][O:2][C:3](=[O:4])[c:5]1[n:6][c:7]([CH2:28][CH:29]2[CH2:30][CH2:31][CH2:32][CH2:33]2)[c:8]2[cH:9][c:10]([C:15]([NH:16][CH:17]3[CH2:18][CH2:19][CH:20]([C:23]([CH3:24])([CH3:25])[CH3:26])[CH2:21][CH2:22]3)=[O:27])[cH:11][cH:12][c:13]2[cH:14]1.[CH3:34][OH:35].[Li+:37].[OH-:36]>>[O:2]=[C:3]([OH:4])[c:5]1[n:6][c:7]([CH2:28][CH:29]2[CH2:30][CH2:31][CH2:32][CH2:33]2)[c:8]2[cH:9][c:10]([C:15]([NH:16][CH:17]3[CH2:18][CH2:19][CH:20]([C:23]([CH3:24])([CH3:25])[CH3:26])[CH2:21][CH2:22]3)=[O:27])[cH:11][cH:12][c:13]2[cH:14]1. Reactants: [OH-].[Na+] (sodium hydroxide), N1C(=O)CCC2=CC=CC=C12 (3,4-dihydrocarbostyril), C1=CC(=CC=C1C(=O)O)I (p-iodobenzoic acid), C([O-])([O-])=O.[K+].[K+] (potassium carbonate). Reagents/catalysts: [Cu] (copper). Solvent: CN1C(CCC1)=O (N-methylpyrrolidone). Run at temperature 150 celsius, time 4 hour. Yields the product COC(=O)C1=CC=C(C=C1)N1C(=O)CCC2=CC=CC=C12 (1-(4-methoxycarbonylphenyl)-3,4-dihydrocarbostyril). The yield is 25.1%. Reaction SMILES: [NH:1]1[C:11]2[C:6](=[CH:7][CH:8]=[CH:9][CH:10]=2)[CH2:5][CH2:4][C:2]1=[O:3].[CH:12]1[C:17]([C:18]([OH:20])=[O:19])=[CH:16][CH:15]=[C:14](I)[CH:13]=1.[C:22](=O)([O-])[O-].[K+].[K+].[OH-].[Na+]>CN1CCCC1=O.[Cu]>[CH3:22][O:20][C:18]([C:17]1[CH:16]=[CH:15][C:14]([N:1]2[C:11]3[C:6](=[CH:7][CH:8]=[CH:9][CH:10]=3)[CH2:5][CH2:4][C:2]2=[O:3])=[CH:13][CH:12]=1)=[O:19] |f:2.3.4,5.6|. Procedure details: To a solution of 3,4-dihydrocarbostyril (3 g) in N-methylpyrrolidone (30 ml) are added p-iodobenzoic acid (5.58 g), copper (0.3 g) and potassium carbonate (3.03 g) and the mixture is stirred at 150° C. for 4 hours. An aqueous sodium hydroxide solution is added to the reaction mixture and the mixture is washed with dichloromethane. The aqueous layer is made acidic with concentrated hydrochloric acid and then extracted with diethyl ether and the extract is dried over magnesium sulfate. After the s... Starting materials: S1C(=NC2=C1C=CC=C2)CNC2CCN(CC2)CC(O)COC2=CC=C(C=C2)F (4-[(2-benzothiazolyl)methylamino]-α-[(4-fluorophenoxy)methyl]-1-piperidineethanol), C(CCCCCCCCC)(=O)Cl (decanoyl chloride), CN(C=O)C (N,N-dimethylformamide), [OH-].[Na+] (sodium hydroxide). Conditions: time 24 hour. Product: C(\C=C/C(=O)O)(=O)O.S1C(=NC2=C1C=CC=C2)CNC2CCN(CC2)CC(COC2=CC=C(C=C2)F)OC(CCCCCCCCC)=O ([2-[4-[(2-benzothiazolyl)methylamino]-1-piperidinyl]-1-[(4-fluorophenoxy)-methyl]ethyl]decanoate (Z)-2-butenedioate). Yield: 16.0%. As a reaction SMILES: [S:1]1[C:5]2[CH:6]=[CH:7][CH:8]=[CH:9][C:4]=2[N:3]=[C:2]1[CH2:10][NH:11][CH:12]1[CH2:17][CH2:16][N:15]([CH2:18][CH:19]([CH2:21][O:22][C:23]2[CH:28]=[CH:27][C:26]([F:29])=[CH:25][CH:24]=2)[OH:20])[CH2:14][CH2:13]1.[C:30](Cl)(=[O:40])[CH2:31][CH2:32][CH2:33][CH2:34][CH2:35][CH2:36][CH2:37][CH2:38][CH3:39].[OH-:42].[Na+].CN(C)[CH:46]=[O:47]>>[C:46]([OH:47])(=[O:40])/[CH:18]=[CH:19]\[C:21]([OH:22])=[O:42].[S:1]1[C:5]2[CH:6]=[CH:7][CH:8]=[CH:9][C:4]=2[N:3]=[C:2]1[CH2:10][NH:11][CH:12]1[CH2:13][CH2:14][N:15]([CH2:18][CH:19]([O:20][C:30](=[O:40])[CH2:31][CH2:32][CH2:33][CH2:34][CH2:35][CH2:36][CH2:37][CH2:38][CH3:39])[CH2:21][O:22][C:23]2[CH:24]=[CH:25][C:26]([F:29])=[CH:27][CH:28]=2)[CH2:16][CH2:17]1 |f:2.3,5.6|. Procedure: To a stirred and hot (60° C.) solution of 4.2 parts of 4-[(2-benzothiazolyl)methylamino]-α-[(4-fluorophenoxy)methyl]-1-piperidineethanol in 90 parts of N,N-dimethylformamide were added dropwise 2.3 parts of decanoyl chloride. Upon completion, stirring was continued for 24 hours at 60° C. After cooling to room temperature, the reaction mixture was poured onto water and the whole was treated with sodium hydroxide. The aqueous phase was decanted and the residual product was washed three times with ... The solvent is N (ammonia). Reaction conditions: time 2 hour. Reaction SMILES: C([O:4][C@@H:5]1[C@@H:10]([O:11]C(=O)C)[C@H:9]([O:15]C(=O)C)[C@@H:8]([CH2:19][O:20]C(=O)C)[O:7][C@H:6]1[S:24][C:25]1[CH:30]=[CH:29][C:28]([NH:31][C:32](=[O:69])[CH2:33][CH2:34][CH2:35][C:36]([NH:38][C:39]2[CH:44]=[CH:43][C:42]([S:45][C@@H:46]3[O:63][C@H:62]([CH2:64][O:65]C(=O)C)[C@@H:57]([O:58]C(=O)C)[C@H:52]([O:53]C(=O)C)[C@H:47]3[O:48]C(=O)C)=[CH:41][CH:40]=2)=[O:37])=[CH:27][CH:26]=1)(=O)C>N>[C@@H:6]1([S:24][C:25]2[CH:30]=[CH:29][C:28]([NH:31][C:32](=[O:69])[CH2:33][CH2:34][CH2:35][C:36]([NH:38][C:39]3[CH:40]=[CH:41][C:42]([S:45][C@@H:46]4[O:63][C@H:62]([CH2:64][OH:65])[C@@H:57]([OH:58])[C@H:52]([OH:53])[C@H:47]4[OH:48])=[CH:43][CH:44]=3)=[O:37])=[CH:27][CH:26]=2)[O:7][C@H:8]([CH2:19][OH:20])[C@@H:9]([OH:15])[C@H:10]([OH:11])[C@H:5]1[OH:4]. Reactants: C(C)(=O)O[C@H]1[C@@H](O[C@@H]([C@H]([C@@H]1OC(C)=O)OC(C)=O)COC(C)=O)SC1=CC=C(C=C1)NC(CCCC(=O)NC1=CC=C(C=C1)S[C@H]1[C@H](OC(C)=O)[C@@H](OC(C)=O)[C@H](OC(C)=O)[C@H](O1)COC(C)=O)=O (N,N'-bis[4-[(2,3,4,6-tetra-O-acetyl-β-D-glucopyranosyl)thio]phenyl]pentanediamide). The product is [C@@H]1([C@H](O)[C@@H](O)[C@H](O)[C@H](O1)CO)SC1=CC=C(C=C1)NC(CCCC(=O)NC1=CC=C(C=C1)S[C@H]1[C@H](O)[C@@H](O)[C@H](O)[C@H](O1)CO)=O (N,N'-Bis[4-[(β-D-glucopyranosyl)thio]phenyl]pentanediamide). The yield is 54.4%. Procedure: To 4.0 g of N,N'-bis[4-[(2,3,4,6-tetra-O-acetyl-β-D-glucopyranosyl)thio]phenyl]pentanediamide was added 500 ml of ammonia saturated methanol at 0° C. The solution was kept at 0° C. for 2 hours, then at ambient temperature overnight and taken to dryness in vacuo. The residue was triturated with 20 ml of absolute ethanol and the resulting solid was collected, giving 1.45 g of the desired intermediate as an amorphous solid. Reactants: C(#N)C1CC=2C1=CC(=CC2)OC (1-Cyano-5-methoxybenzocyclobutene), [OH-].[K+] (KOH). The solvent is C(C)O (ethanol), O (water), CCOCC (ether), O (Water). The product is NCCCOC12C(CC1CN1CCCCC1)C=CC=C2 (3- (3-AMINOPROPOXY)-1-(PIPERIDINYLMETHYL)BENZOCYCLOBUTENE). Reaction SMILES: [C:1]([CH:3]1[C:6]2=[CH:7][C:8](OC)=[CH:9][CH:10]=[C:5]2[CH2:4]1)#[N:2].[OH-:13].[K+]>C(O)C.O.CCOCC>[NH2:2][CH2:1][CH2:3][CH2:4][O:13][C:6]12[CH:7]=[CH:8][CH:9]=[CH:10][CH:5]1[CH2:4][CH:3]2[CH2:1][N:2]1[CH2:7][CH2:6][CH2:5][CH2:10][CH2:9]1 |f:1.2|. Procedure details: 1-Cyano-5-methoxybenzocyclobutene (29 g) is stirred with saturated KOH in ethanol (180 ml) for about 12 hours under nitrogen at RT. Water (60 ml) is added to the reaction mixture which is refluxed for about 3 hours. The mixture is cooled to RT, diluted with water, washed with ether and the aqueous layer acidified forming an oil. The oil is dissolved in ether and the ethereal solution washed, dried over Na2SO4, filtered and evaporated in vacuo affording the desired product as an oil. Starting materials: COC(=O)[C@H]1N(C[C@@H](C1)S(=O)(=O)C1=C(C=CC=C1)C(F)(F)F)C=1N(N=C(C1)C)CC(F)(F)F ((2S,4R)-1-[5-methyl-2-(2,2,2-trifluoro-ethyl)-2H-pyrazol-3-yl]-4-(2-trifluoromethyl-benzenesulfonyl)-pyrrolidine-2-carboxylic acid methyl ester), [OH-].[Li+] (lithium hydroxide). Yields the product CC=1C=C(N(N1)CC(F)(F)F)N1[C@@H](C[C@H](C1)S(=O)(=O)C1=C(C=CC=C1)C(F)(F)F)C(=O)O ((2S,4R)-1-[5-Methyl-2-(2,2,2-trifluoro-ethyl)-2H-pyrazol-3-yl]-4-(2-trifluoromethyl-benzenesulfonyl)-pyrrolidine-2-carboxylic acid). RXN SMILES: C[O:2][C:3]([C@@H:5]1[CH2:9][C@@H:8]([S:10]([C:13]2[CH:18]=[CH:17][CH:16]=[CH:15][C:14]=2[C:19]([F:22])([F:21])[F:20])(=[O:12])=[O:11])[CH2:7][N:6]1[C:23]1[N:24]([CH2:29][C:30]([F:33])([F:32])[F:31])[N:25]=[C:26]([CH3:28])[CH:27]=1)=[O:4].[OH-].[Li+]>>[CH3:28][C:26]1[CH:27]=[C:23]([N:6]2[CH2:7][C@H:8]([S:10]([C:13]3[CH:18]=[CH:17][CH:16]=[CH:15][C:14]=3[C:19]([F:21])([F:20])[F:22])(=[O:12])=[O:11])[CH2:9][C@H:5]2[C:3]([OH:4])=[O:2])[N:24]([CH2:29][C:30]([F:31])([F:33])[F:32])[N:25]=1 |f:1.2|. Reported procedure: In analogy to the procedure described in example 253e, (2S,4R)-1-[5-methyl-2-(2,2,2-trifluoro-ethyl)-2H-pyrazol-3-yl]-4-(2-trifluoromethyl-benzenesulfonyl)-pyrrolidine-2-carboxylic acid methyl ester was saponified in the presence of lithium hydroxide to give the title compound as yellow solid. MS (ESI): m/z=486.2 [M+H]+.